This data is from the Open Reaction Database (ORD), a public repository of structured organic reaction records. The task is: describe an organic reaction: reactants, conditions, products, and yield Reactants: BrC1=CC=C(C(C=O)=C1)O (5-Bromosalicylaldehyde), C([O-])([O-])=O.[Cs+].[Cs+] (cesium carbonate), C(C1=CC=CC=C1)OC1=CC=C(C=C1)C(CBr)=O (4'-benzyloxy-2-bromoacetophenone). The solvent is C(C)#N (acetonitrile), C(C)#N (acetonitrile). Run at temperature 0 celsius, time 2.5 hour. Product: BrC=1C=CC2=C(C=C(O2)C(C2=CC=C(C=C2)OCC2=CC=CC=C2)=O)C1 (5-Bromo-2-(4-benzyloxybenzoyl)benzofuran). As a reaction SMILES: [Br:1][C:2]1[CH:9]=[C:6]([CH:7]=O)[C:5]([OH:10])=[CH:4][CH:3]=1.C(=O)([O-])[O-].[Cs+].[Cs+].[CH2:17]([O:24][C:25]1[CH:30]=[CH:29][C:28]([C:31](=[O:34])[CH2:32]Br)=[CH:27][CH:26]=1)[C:18]1[CH:23]=[CH:22][CH:21]=[CH:20][CH:19]=1>C(#N)C>[Br:1][C:2]1[CH:3]=[CH:4][C:5]2[O:10][C:32]([C:31](=[O:34])[C:28]3[CH:29]=[CH:30][C:25]([O:24][CH2:17][C:18]4[CH:23]=[CH:22][CH:21]=[CH:20][CH:19]=4)=[CH:26][CH:27]=3)=[CH:7][C:6]=2[CH:9]=1 |f:1.2.3|. Procedure: 5-Bromosalicylaldehyde (2.9 g, 14.5 mmol), cesium carbonate (2.5 g, 7.7 mmol) and acetonitrile (40 ml) were combined and heated to reflux for 30 minutes. The mixture was cooled to 0° C. and a solution of 4'-benzyloxy-2-bromoacetophenone (J. Het. Chem., 2, 310 (1965)) (4.7 g, 15 mmol) in acetonitrile (20 ml) was added. The cooling bath was removed, the mixture stirred at room temperature for 2.5 hours and the precipitate collected (4.5 g). The reactants are CCOC(=O)CCC(=O)Cc1ccc(Cl)cc1Cl, CC[O-], Cc1ccccc1, [Na+]. Product: O=C1CCC(=O)C1c1ccc(Cl)cc1Cl. Reaction SMILES: [CH2:1]([O:2][C:4]([CH2:5][CH2:6][C:7]([CH2:8][c:9]1[c:10]([Cl:16])[cH:11][c:12]([Cl:15])[cH:13][cH:14]1)=[O:17])=[O:18])[CH3:3].[CH3:20][CH2:21][O-:22].[CH3:23][c:24]1[cH:25][cH:26][cH:27][cH:28][cH:29]1.[Na+:19]>>[C:4]1(=[O:18])[CH2:5][CH2:6][C:7](=[O:17])[CH:8]1[c:9]1[c:10]([Cl:16])[cH:11][c:12]([Cl:15])[cH:13][cH:14]1. Starting materials: CC(C)([O-])C.[K+] (potassium tert-butoxide), [Cl-].[NH4+] (ammonium chloride), C(C)(C)(C)OC(=O)N[C@@H](CC(=O)N1CC=2N(CC1)C(=NC2C(=O)O)C(F)(F)F)CC2=C(C=C(C(=C2)F)F)F ((R)-7-[3-tert-butoxycarbonylamino-4-(2,4,5-trifluoro-phenyl)-butyryl]-3-trifluoromethyl-5,6,7,8-tetrahydro-imidazo[1,5-a]pyrazine-1-carboxylic acid), O=C1OCCN1P(=O)(N1C(OCC1)=O)Cl (bis(2-oxo-3-oxazolidinyl)phosphinic chloride). The solvent is C(C)(C)(C)O (tert-butanol), C(C)(C)(C)O (tert-butanol), ClCCl (dichloromethane), C(C)N(CC)CC (triethylamine). Product: C(C)(C)(C)OC(=O)C=1N=C(N2C1CN(CC2)C(C[C@@H](CC2=C(C=C(C(=C2)F)F)F)NC(=O)OC(C)(C)C)=O)C(F)(F)F ((R)-7-[3-tert-butoxycarbonylamino-4-(2,4,5-trifluoro-phenyl)-butyryl]-3-trifluoromethyl-5,6,7,8-tetrahydro-imidazo[1,5-a]pyrazine-1-carboxylic acid tert-butyl ester). The yield is 33.6%. As a reaction SMILES: [C:1]([O:5][C:6]([NH:8][C@H:9]([CH2:29][C:30]1[CH:35]=[C:34]([F:36])[C:33]([F:37])=[CH:32][C:31]=1[F:38])[CH2:10][C:11]([N:13]1[CH2:18][CH2:17][N:16]2[C:19]([C:25]([F:28])([F:27])[F:26])=[N:20][C:21]([C:22]([OH:24])=[O:23])=[C:15]2[CH2:14]1)=[O:12])=[O:7])([CH3:4])([CH3:3])[CH3:2].O=C1N(P(Cl)(N2CCOC2=O)=O)CCO1.[CH3:54][C:55]([CH3:58])([O-])[CH3:56].[K+].[Cl-].[NH4+]>C(O)(C)(C)C.C(N(CC)CC)C.ClCCl>[C:55]([O:23][C:22]([C:21]1[N:20]=[C:19]([C:25]([F:27])([F:28])[F:26])[N:16]2[CH2:17][CH2:18][N:13]([C:11](=[O:12])[CH2:10][C@H:9]([NH:8][C:6]([O:5][C:1]([CH3:4])([CH3:2])[CH3:3])=[O:7])[CH2:29][C:30]3[CH:35]=[C:34]([F:36])[C:33]([F:37])=[CH:32][C:31]=3[F:38])[CH2:14][C:15]=12)=[O:24])([CH3:58])([CH3:56])[CH3:54] |f:2.3,4.5|. Procedure: (R)-7-[3-tert-Butoxycarbonylamino-4-(2,4,5-trifluoro-phenyl)-butyryl]-3-trifluoromethyl-5,6,7,8-tetrahydro-imidazo[1,5-a]pyrazine-1-carboxylic acid 2a (0.3 g, 0.54 mmol), 10 mL of dichloromethane and 5 mL of tert-butanol were added into a 100 mL reaction flask, followed by addition of 0.3 mL of triethylamine and bis(2-oxo-3-oxazolidinyl)phosphinic chloride (0.277 g, 1.09 mmol) under stirring. After stirring at room temperature for 2 hours, 10 mL of tert-butanol and potassium tert-butoxide (0.24 ... Reactants: C1(CCCC1)C(=O)CC=1C(=C2C(OCC2=C(C1CC)C)=O)O[Si](C)(C)C(C)(C)C (Cyclopentyl (4-t-butyldimethylsilyloxy-1,3-dihydro-6-ethyl-7-methyl-3-oxoisobenzofuran-5-yl methyl)methanone), CB1OC([C@@H]2N1CCC2)(C2=CC=CC=C2)C2=CC=CC=C2 ((R)-tetrahydro-1-methyl-3,3-diphenyl-1H,3H-pyrrolo-[1,2-c][1,3,2]oxazaborole). Solvent: C1(=CC=CC=C1)C (toluene). Conditions: temperature -30 celsius, time 16 hour. The product is [Si](C)(C)(C(C)(C)C)OC1=C2C(OCC2=C(C(=C1C[C@H](O)C1=CCCC1)CC)C)=O ((S)-2-(4-t-butyldimethylsilyloxy-1,3-dihydro-6-ethyl-7-methyl-3-oxoisobenzofuran-5-yl)-1-cyclopentenyl-1-hydroxyethane). Reaction SMILES: [CH:1]1([C:6]([CH2:8][C:9]2[C:10]([O:22][Si:23]([C:26]([CH3:29])([CH3:28])[CH3:27])([CH3:25])[CH3:24])=[C:11]3[C:15](=[C:16]([CH3:20])[C:17]=2[CH2:18][CH3:19])[CH2:14][O:13][C:12]3=[O:21])=[O:7])[CH2:5][CH2:4][CH2:3][CH2:2]1.CB1N2CCC[C@@H]2C(C2C=CC=CC=2)(C2C=CC=CC=2)O1>C1(C)C=CC=CC=1>[Si:23]([O:22][C:10]1[C:9]([CH2:8][C@@H:6]([C:1]2[CH2:5][CH2:4][CH2:3][CH:2]=2)[OH:7])=[C:17]([CH2:18][CH3:19])[C:16]([CH3:20])=[C:15]2[C:11]=1[C:12](=[O:21])[O:13][CH2:14]2)([C:26]([CH3:27])([CH3:28])[CH3:29])([CH3:25])[CH3:24]. Reported procedure: Cyclopentyl (4-t-butyldimethylsilyloxy-1,3-dihydro-6-ethyl-7-methyl-3-oxoisobenzofuran-5-yl methyl)methanone (4.2 g) was treated with a 1M toluene solution of (R)-tetrahydro-1-methyl-3,3-diphenyl-1H,3H-pyrrolo-[1,2-c][1,3,2]oxazaborole (3 ml). The toluene was evaporated in vacuo and methylene chloride added (2 ml). The reaction mixture was cooled to -30° C. and borane/dimethyl sulfide (0.33 ml) was added three times at 45 minute intervals. The reaction mixture was stirred 16 hours at -30° C. and... Reactants: C1CCCCCCC1, CO, O=C1c2ccccc2C(=O)N1CCCc1cccc(O)c1. Product: O=C1c2ccccc2C(=O)N1CCCc1cccc(OCC2CCCCCCC2)c1. RXN SMILES: [CH2:24]1[CH2:25][CH2:26][CH2:27][CH2:28][CH2:29][CH2:30][CH2:31]1.[CH3:22][OH:23].[OH:1][c:2]1[cH:3][c:4]([CH2:8][CH2:9][CH2:10][N:11]2[C:12](=[O:21])[c:13]3[cH:14][cH:15][cH:16][cH:17][c:18]3[C:19]2=[O:20])[cH:5][cH:6][cH:7]1>>[O:1]([c:2]1[cH:3][c:4]([CH2:8][CH2:9][CH2:10][N:11]2[C:12](=[O:21])[c:13]3[cH:14][cH:15][cH:16][cH:17][c:18]3[C:19]2=[O:20])[cH:5][cH:6][cH:7]1)[CH2:22][CH:24]1[CH2:25][CH2:26][CH2:27][CH2:28][CH2:29][CH2:30][CH2:31]1. Starting materials: CN, O=C(Cl)c1cnc(Oc2ccc3c(c2)CCN(C2CCC2)CC3)cn1, ClCCl. Yields the product CNC(=O)c1cnc(Oc2ccc3c(c2)CCN(C2CCC2)CC3)cn1. RXN SMILES: [CH3:26][NH2:27].[CH:1]1([N:5]2[CH2:6][CH2:7][c:8]3[c:9]([cH:12][c:13]([O:16][c:17]4[n:18][cH:19][c:20]([C:23](=[O:24])[Cl:25])[n:21][cH:22]4)[cH:14][cH:15]3)[CH2:10][CH2:11]2)[CH2:2][CH2:3][CH2:4]1.[Cl:28][CH2:29][Cl:30]>>[CH:1]1([N:5]2[CH2:6][CH2:7][c:8]3[c:9]([cH:12][c:13]([O:16][c:17]4[n:18][cH:19][c:20]([C:23](=[O:24])[NH:27][CH3:26])[n:21][cH:22]4)[cH:14][cH:15]3)[CH2:10][CH2:11]2)[CH2:2][CH2:3][CH2:4]1. Reactants: CNC(=O)c1ccc(Oc2ccc3c(c2)CCNCC3)nc1, CC(=O)O, CO, O=C1CCCC1. Product: CNC(=O)c1ccc(Oc2ccc3c(c2)CCN(C2CCCC2)CC3)nc1. RXN SMILES: [CH3:1][NH:2][C:3](=[O:4])[c:5]1[cH:6][n:7][c:8]([O:11][c:12]2[cH:13][c:14]3[c:15]([cH:21][cH:22]2)[CH2:16][CH2:17][NH:18][CH2:19][CH2:20]3)[cH:9][cH:10]1.[CH3:29][C:30](=[O:31])[OH:32].[CH3:33][OH:34].[O:23]=[C:24]1[CH2:25][CH2:26][CH2:27][CH2:28]1>>[CH3:1][NH:2][C:3](=[O:4])[c:5]1[cH:6][n:7][c:8]([O:11][c:12]2[cH:13][c:14]3[c:15]([cH:21][cH:22]2)[CH2:16][CH2:17][N:18]([CH:24]2[CH2:25][CH2:26][CH2:27][CH2:28]2)[CH2:19][CH2:20]3)[cH:9][cH:10]1.